The task is: describe an organic reaction: reactants, conditions, products, and yield. This data is from the Open Reaction Database (ORD), a public repository of structured organic reaction records. Reactants: CC(C)(C)OC(=O)N1CCC(=O)C(Br)C1, O=C([O-])[O-], CC#N, [K+], [K+], SCc1ccc2ccccc2c1. Product: CC(C)(C)OC(=O)N1CCC(=O)C(SCc2ccc3ccccc3c2)C1. Reaction SMILES: [Br:1][CH:2]1[CH2:3][N:4]([C:9](=[O:10])[O:11][C:12]([CH3:13])([CH3:14])[CH3:15])[CH2:5][CH2:6][C:7]1=[O:8].[C:28](=[O:29])([O-:30])[O-:31].[CH3:34][C:35]#[N:36].[K+:32].[K+:33].[SH:16][CH2:17][c:18]1[cH:19][c:20]2[cH:21][cH:22][cH:23][cH:24][c:25]2[cH:26][cH:27]1>>[CH:2]1([S:16][CH2:17][c:18]2[cH:19][c:20]3[cH:21][cH:22][cH:23][cH:24][c:25]3[cH:26][cH:27]2)[CH2:3][N:4]([C:9](=[O:10])[O:11][C:12]([CH3:13])([CH3:14])[CH3:15])[CH2:5][CH2:6][C:7]1=[O:8]. Reactants: CO, N#CBr, c1ccc(C2NCCNCc3ccccc32)cc1. Product: N#CN1CCNC(c2ccccc2)c2ccccc2C1. As a reaction SMILES: [CH3:22][OH:23].[N:1]#[C:2][Br:3].[c:4]1([CH:10]2[NH:11][CH2:12][CH2:13][NH:14][CH2:15][c:16]3[c:17]2[cH:18][cH:19][cH:20][cH:21]3)[cH:5][cH:6][cH:7][cH:8][cH:9]1>>[N:1]#[C:2][N:14]1[CH2:13][CH2:12][NH:11][CH:10]([c:4]2[cH:5][cH:6][cH:7][cH:8][cH:9]2)[c:17]2[c:16]([cH:21][cH:20][cH:19][cH:18]2)[CH2:15]1.